From a dataset of the Open Reaction Database (ORD), a public repository of structured organic reaction records. describe an organic reaction: reactants, conditions, products, and yield Reactants: C1(CCCCC1)=O (cyclohexanone), C(C)(C)(C)[Li] (tert-butyllithium), CCCCC (pentane), BrC=1C=C2C(=CNC2=CC1)CCN1CCCC1 (5-bromo-3-(2-pyrrolidinylethyl)-1H-indole). The solvent is CCOCC (ether). Conditions: temperature 0 celsius, time 20 minute. Product: OC1(CCCCC1)C=1C=C2C(=CNC2=CC1)CCN1CCCC1 (5-(1-hydroxycyclohex-1-yl)-3-(2-pyrrolidinylethyl)-1H-indole). Yield: 36.2%. RXN SMILES: Br[C:2]1[CH:3]=[C:4]2[C:8](=[CH:9][CH:10]=1)[NH:7][CH:6]=[C:5]2[CH2:11][CH2:12][N:13]1[CH2:17][CH2:16][CH2:15][CH2:14]1.C([Li])(C)(C)C.CCCCC.[C:28]1(=[O:34])[CH2:33][CH2:32][CH2:31][CH2:30][CH2:29]1>CCOCC>[OH:34][C:28]1([C:2]2[CH:3]=[C:4]3[C:8](=[CH:9][CH:10]=2)[NH:7][CH:6]=[C:5]3[CH2:11][CH2:12][N:13]2[CH2:17][CH2:16][CH2:15][CH2:14]2)[CH2:33][CH2:32][CH2:31][CH2:30][CH2:29]1. Procedure: A solution of 5-bromo-3-(2-pyrrolidinylethyl)-1H-indole (Example 3b, 303 mg, 1.03 mmol) in ether (12.5 mL) was added to KH (42.9 mg, 1.07 mmol) at 0° C. After stirring at 0° C. for 20 minutes, the reaction mixture was cooled to -78° C. and a solution of tert-butyllithium in pentane (1.7 M, 0.22 mL, 2.1 mmol) was added dropwise. The reaction mixture was stirred at -78° C. for 30 minutes prior to the addition of cyclohexanone (0.22 mL, 2.1 mmol). The reaction was quenched by the addition of pH 7 b... Starting materials: CN1C(=C(C2=CC(=CC=C12)C)C=O)Cl (1,5-Dimethyl-2-chloroindole-3-carbaldehyde), C(=O)([O-])[O-].[K+].[K+] (K2CO3), SCC(=O)OC (methyl 2-mercaptoacetate). The product is CC=1C=C2C3=C(N(C2=CC1)C)SC(=C3)C(=O)OC (Methyl 5-methyl-8-methylthieno[2,3-b]indole-2-carboxylate). The yield is 14.4%. As a reaction SMILES: [CH3:1][N:2]1[C:10]2[C:5](=[CH:6][C:7]([CH3:11])=[CH:8][CH:9]=2)[C:4]([CH:12]=O)=[C:3]1Cl.C([O-])([O-])=O.[K+].[K+].[SH:21][CH2:22][C:23]([O:25][CH3:26])=[O:24]>>[CH3:11][C:7]1[CH:6]=[C:5]2[C:10](=[CH:9][CH:8]=1)[N:2]([CH3:1])[C:3]1[S:21][C:22]([C:23]([O:25][CH3:26])=[O:24])=[CH:12][C:4]2=1 |f:1.2.3|. Procedure: Prepared from (46) (0.80 g), K2CO3 (1.5 g) and methyl 2-mercaptoacetate (0.60 ml) yielding (52) 0.144 g (14.4%). M.p. 152°-155° C. As a reaction SMILES: [C:35](=[O:36])([OH:37])[O-:38].[CH2:19]([CH3:20])[O:21][C:22]([CH2:23][CH2:24][CH2:25][CH2:26][CH2:27][CH2:28][CH2:29][CH2:30][CH2:31][CH2:32][Br:33])=[O:34].[CH3:40][N:41]([CH3:42])[CH:43]=[O:44].[Na+:39].[c:1]1(-[c:7]2[n:8][c:9]([SH:18])[nH:10][c:11]2-[c:12]2[cH:13][cH:14][cH:15][cH:16][cH:17]2)[cH:2][cH:3][cH:4][cH:5][cH:6]1>>[c:1]1(-[c:7]2[nH:8][c:9]([S:18][CH2:32][CH2:31][CH2:30][CH2:29][CH2:28][CH2:27][CH2:26][CH2:25][CH2:24][CH2:23][C:22]([O:21][CH2:19][CH3:20])=[O:34])[n:10][c:11]2-[c:12]2[cH:13][cH:14][cH:15][cH:16][cH:17]2)[cH:2][cH:3][cH:4][cH:5][cH:6]1. Reactants: O=C([O-])O, CCOC(=O)CCCCCCCCCCBr, CN(C)C=O, [Na+], Sc1nc(-c2ccccc2)c(-c2ccccc2)[nH]1. The product is CCOC(=O)CCCCCCCCCCSc1nc(-c2ccccc2)c(-c2ccccc2)[nH]1. The reactants are ClC1=CC=CC2=C1C(N(CC=1N2C=NC1C1=NOC(=N1)CCl)C)=O (7-chloro-3-(5-chloromethyl-1,2,4-oxadiazol-3-yl)-5-methyl-5,6-dihydro-4H-imidazo[1,5-a][1,4]benzodiazepin-6-one), C(C)(C)NC(C)C (diisopropylamine). Solvent: CN(C=O)C (N,N-dimethylformamide). Product: ClC1=CC=CC2=C1C(N(CC=1N2C=NC1C1=NOC(=N1)CN(C(C)C)C(C)C)C)=O (7-chloro-3-(5-diisopropylaminomethyl-1,2,4-oxadiazol-3-yl)-5-methyl-5,6-dihydro-4H-imidazo[1,5-a][1,4]benzodiazepin-6-one). The yield is 65.7%. Reaction SMILES: [Cl:1][C:2]1[C:7]2[C:8](=[O:24])[N:9]([CH3:23])[CH2:10][C:11]3[N:12]([CH:13]=[N:14][C:15]=3[C:16]3[N:20]=[C:19]([CH2:21]Cl)[O:18][N:17]=3)[C:6]=2[CH:5]=[CH:4][CH:3]=1.[CH:25]([NH:28][CH:29]([CH3:31])[CH3:30])([CH3:27])[CH3:26]>CN(C)C=O>[Cl:1][C:2]1[C:7]2[C:8](=[O:24])[N:9]([CH3:23])[CH2:10][C:11]3[N:12]([CH:13]=[N:14][C:15]=3[C:16]3[N:20]=[C:19]([CH2:21][N:28]([CH:29]([CH3:31])[CH3:30])[CH:25]([CH3:27])[CH3:26])[O:18][N:17]=3)[C:6]=2[CH:5]=[CH:4][CH:3]=1. Procedure: 1.82 g (5 mmol) of 7-chloro-3-(5-chloromethyl-1,2,4-oxadiazol-3-yl)-5-methyl-5,6-dihydro-4H-imidazo[1,5-a][1,4]benzodiazepin-6-one were stirred at 80° overnight with 3 ml (21.3 mmol) of diisopropylamine and 20 ml of N,N-dimethylformamide. By evaporation of the reaction mixture and chromatography of the residue on silica gel while eluting with cyclohexane/ether/isopropanol/ammonia 15/15/5/0.5 there were obtained 1.41 g (66%) of 7-chloro-3-(5-diisopropylaminomethyl-1,2,4-oxadiazol-3-yl)-5-methyl-5...